Dataset: the Open Reaction Database (ORD), a public repository of structured organic reaction records. Task: describe an organic reaction: reactants, conditions, products, and yield The reactants are BrC1=CC=C(C=C1)C1=C(C(=NO1)C)C(CCC1=CC=C(C=C1)OC)O (1-[5-(4-bromo-phenyl)-3-methyl-isoxazol-4-yl]-3-(4-methoxy-phenyl)-propan-1-ol), C(C)OC(CC1(CC1)C1=CC=C(C=C1)B1OC(C(O1)(C)C)(C)C)=O ({1-[4-(4,4,5,5-tetramethyl-[1,3,2]dioxaborolan-2-yl)-phenyl]-cyclopropyl}-acetic acid ethyl ester). Yields the product C(C)OC(CC1(CC1)C1=CC=C(C=C1)C1=CC=C(C=C1)C1=C(C(=NO1)C)C(CCC1=CC=C(C=C1)OC)O)=O ([1-(4′-{4-[1-Hydroxy-3-(4-methoxy-phenyl)-propyl]-3-methyl-isoxazol-5-yl}-biphenyl-4-yl)-cyclopropyl]-acetic acid ethyl ester). RXN SMILES: Br[C:2]1[CH:7]=[CH:6][C:5]([C:8]2[O:12][N:11]=[C:10]([CH3:13])[C:9]=2[CH:14]([OH:25])[CH2:15][CH2:16][C:17]2[CH:22]=[CH:21][C:20]([O:23][CH3:24])=[CH:19][CH:18]=2)=[CH:4][CH:3]=1.[CH2:26]([O:28][C:29](=[O:49])[CH2:30][C:31]1([C:34]2[CH:39]=[CH:38][C:37](B3OC(C)(C)C(C)(C)O3)=[CH:36][CH:35]=2)[CH2:33][CH2:32]1)[CH3:27]>>[CH2:26]([O:28][C:29](=[O:49])[CH2:30][C:31]1([C:34]2[CH:39]=[CH:38][C:37]([C:2]3[CH:7]=[CH:6][C:5]([C:8]4[O:12][N:11]=[C:10]([CH3:13])[C:9]=4[CH:14]([OH:25])[CH2:15][CH2:16][C:17]4[CH:22]=[CH:21][C:20]([O:23][CH3:24])=[CH:19][CH:18]=4)=[CH:4][CH:3]=3)=[CH:36][CH:35]=2)[CH2:33][CH2:32]1)[CH3:27]. Procedure: Prepared according to the procedure described in Example 108, Step 2, using 1-[5-(4-bromo-phenyl)-3-methyl-isoxazol-4-yl]-3-(4-methoxy-phenyl)-propan-1-ol and {1-[4-(4,4,5,5-tetramethyl-[1,3,2]dioxaborolan-2-yl)-phenyl]-cyclopropyl}-acetic acid ethyl ester.